Dataset: the Open Reaction Database (ORD), a public repository of structured organic reaction records. Task: describe an organic reaction: reactants, conditions, products, and yield Reactants: FC(C=1C=C(CBr)C=CC1)(F)F (3-(trifluoromethyl)benzyl bromide), OC1=C(SC(=C1)N1C=NC=2C=NC=CC21)C(=O)OC (methyl 3-hydroxy-5-(1H-imidazo[4,5-c]pyridin-1-yl)thiophene-2-carboxylate), C([O-])([O-])=O.[K+].[K+] (potassium carbonate). Solvent: CN(C)C=O (DMF). Product: N1(C=NC=2C=NC=CC21)C2=CC(=C(S2)C(=O)OC)OCC2=CC(=CC=C2)C(F)(F)F (Methyl 5-(1H-imidazo[4,5-c]pyridin-1-yl)-3-{[3-(trifluoromethyl)benzyl]oxy}thiophene-2-carboxylate). RXN SMILES: [F:1][C:2]([F:12])([F:11])[C:3]1[CH:4]=[C:5]([CH:8]=[CH:9][CH:10]=1)[CH2:6]Br.[OH:13][C:14]1[CH:18]=[C:17]([N:19]2[C:27]3[CH:26]=[CH:25][N:24]=[CH:23][C:22]=3[N:21]=[CH:20]2)[S:16][C:15]=1[C:28]([O:30][CH3:31])=[O:29].C(=O)([O-])[O-].[K+].[K+]>CN(C=O)C>[N:19]1([C:17]2[S:16][C:15]([C:28]([O:30][CH3:31])=[O:29])=[C:14]([O:13][CH2:6][C:5]3[CH:8]=[CH:9][CH:10]=[C:3]([C:2]([F:12])([F:11])[F:1])[CH:4]=3)[CH:18]=2)[C:27]2[CH:26]=[CH:25][N:24]=[CH:23][C:22]=2[N:21]=[CH:20]1 |f:2.3.4|. Reported procedure: In a similar manner as described for example B14, 102.8 mg of 3-(trifluoromethyl)benzyl bromide, 100 mg of methyl 3-hydroxy-5-(1H-imidazo[4,5-c]pyridin-1-yl)thiophene-2-carboxylate, 59.7 mg of potassium carbonate in 3 ml anhydrous DMF yield the title compound. Reactants: C(C=C)(=O)OCCCC (n-butyl acrylate), O=C[C@H](O)[C@@H](O)[C@H](O)[C@H](O)CO (glucose), C(=O)(O)[O-].[Na+] (NaHCO3). Run at temperature 145 celsius, time 5 hour. Yields the product C=CC1=CC=CC=C1.C(C=C)(=O)OC(C)CC (styrene b-n-butyl acrylate). As a reaction SMILES: [C:1]([O:5][CH2:6][CH2:7][CH2:8]C)(=[O:4])[CH:2]=[CH2:3].O=[CH:11][C@@H:12]([C@H:14]([C@@H:16]([C@@H:18]([CH2:20]O)O)O)O)O.[C:22]([O-])(O)=O.[Na+]>>[CH2:11]=[CH:12][C:14]1[CH:2]=[CH:1][CH:20]=[CH:18][CH:16]=1.[C:1]([O:5][CH:6]([CH2:7][CH3:8])[CH3:22])(=[O:4])[CH:2]=[CH2:3] |f:2.3,4.5|. Procedure details: Block Copolymerization To a 3 necked round bottom flask was added n-butyl acrylate (25 mL), glucose (0.119 grams), NaHCO3 (0.139 grams) and a polystyrene TEMPO terminated (2.068 g, Mn=6,000). This was purged with argon gas bubbling through the solution for 25 minutes. Then the flask was heated by immersion into a preheated oil bath of 145° C. After 5 hours, poly(styrene-b-n-butyl acrylate) was obtained with Mn=29,594, and PD=2.18 and conversion of 62 percent. Starting materials: material, BrC1=C(SC=2N=C(C=C(C21)N)C)C (3-bromo-2,6-dimethylthieno[2,3-b]pyridin-4-amine), ClC=1C=C(C=CC1)B(O)O ((3-chlorophenyl)boronic acid), C(Cl)Cl (DCM), C(=O)([O-])[O-].[Cs+].[Cs+] (Cs2CO3). Reagents/catalysts: C1=CC=C(C=C1)P([C-]2C=CC=C2)C3=CC=CC=C3.C1=CC=C(C=C1)P([C-]2C=CC=C2)C3=CC=CC=C3.Cl[Pd]Cl.[Fe+2] (PdCl2(dppf)). Run in O (Water), C1(=CC=CC=C1)C (toluene). Reaction conditions: temperature 150 celsius. Yields the product ClC=1C=C(C=CC1)C1=C(SC=2N=C(C=C(C21)N)C)C (3-(3-Chlorophenyl)-2,6-dimethylthieno[2,3-b]pyridin-4-amine). Yield: 107.1%. RXN SMILES: Br[C:2]1[C:10]2[C:9]([NH2:11])=[CH:8][C:7]([CH3:12])=[N:6][C:5]=2[S:4][C:3]=1[CH3:13].[Cl:14][C:15]1[CH:16]=[C:17](B(O)O)[CH:18]=[CH:19][CH:20]=1.C(Cl)Cl.C([O-])([O-])=O.[Cs+].[Cs+]>C1(C)C=CC=CC=1.C1C=CC(P(C2C=CC=CC=2)[C-]2C=CC=C2)=CC=1.C1C=CC(P(C2C=CC=CC=2)[C-]2C=CC=C2)=CC=1.Cl[Pd]Cl.[Fe+2].O>[Cl:14][C:15]1[CH:20]=[C:19]([C:2]2[C:10]3[C:9]([NH2:11])=[CH:8][C:7]([CH3:12])=[N:6][C:5]=3[S:4][C:3]=2[CH3:13])[CH:18]=[CH:17][CH:16]=1 |f:3.4.5,7.8.9.10|. Procedure: Under nitrogen, 3-bromo-2,6-dimethylthieno[2,3-b]pyridin-4-amine (170 mg, 0.661 mmol) (Description 8) was dissolved in toluene (6 mL) and (3-chlorophenyl)boronic acid (155 mg, 0.992 mmol), PdCl2(dppf).DCM (54.0 mg, 0.066 mmol) and Cs2CO3 (646 mg, 1.983 mmol) were added and the mixture heated in a microwave at 150° C. for 30 min. The reaction mixture was combined with the material (30 mg) from similar reaction. Water (20 mL) was added and the mixture extracted with ethyl acetate (3×15 mL). The or... Product: N=C(N)c1ccc(C(=O)Nc2cc(C(=O)NCCC(=O)O)ccc2OCc2ccccc2)cc1. Reactants: CC(C)(C)OC(=O)NC(=N)c1ccc(C(=O)Nc2cc(C(=O)NCCC(=O)O)ccc2OCc2ccccc2)cc1, O=CO. As a reaction SMILES: [CH2:1]([c:2]1[cH:3][cH:4][cH:5][cH:6][cH:7]1)[O:8][c:9]1[c:10]([NH:23][C:24]([c:25]2[cH:26][cH:27][c:28]([C:31]([NH:32][C:33]([O:34][C:35]([CH3:36])([CH3:37])[CH3:38])=[O:39])=[NH:40])[cH:29][cH:30]2)=[O:41])[cH:11][c:12]([C:13](=[O:14])[NH:15][CH2:16][CH2:17][C:18](=[O:19])[OH:20])[cH:21][cH:22]1.[CH:42]([OH:43])=[O:44]>>[CH2:1]([c:2]1[cH:3][cH:4][cH:5][cH:6][cH:7]1)[O:8][c:9]1[c:10]([NH:23][C:24]([c:25]2[cH:26][cH:27][c:28]([C:31](=[NH:32])[NH2:40])[cH:29][cH:30]2)=[O:41])[cH:11][c:12]([C:13](=[O:14])[NH:15][CH2:16][CH2:17][C:18](=[O:19])[OH:20])[cH:21][cH:22]1. The reactants are C(C(C)(C)C)(=O)O (pivalic acid), NC=1C=C2C(C(NC2=CC1N)=O)(C)C (5,6-diamino-3,3-dimethylindolin-2-one), C(C(C)(C)C)(=O)O (pivalic acid), C(C(C)(C)C)(=O)O (pivalic acid), polyphosphoric acid, N (ammonia). Solvent: O (water). Run at temperature 200 celsius. Product: CC(C)(C)C=1NC2=C(N1)C=C1C(=C2)NC(C1(C)C)=O (2-(1,1-Dimethylethyl)-7,7-dimethyl-6,7-dihydro-3H,5H-pyrrolo[2,3-f]benzimidazol-6-one). As a reaction SMILES: [NH2:1][C:2]1[CH:3]=[C:4]2[C:8](=[CH:9][C:10]=1[NH2:11])[NH:7][C:6](=[O:12])[C:5]2([CH3:14])[CH3:13].[C:15](O)(=O)[C:16]([CH3:19])([CH3:18])[CH3:17].N>O>[CH3:15][C:16]([C:19]1[NH:11][C:10]2[CH:9]=[C:8]3[NH:7][C:6](=[O:12])[C:5]([CH3:14])([CH3:13])[C:4]3=[CH:3][C:2]=2[N:1]=1)([CH3:18])[CH3:17]. Procedure: Analogously to Example 11, 0.286 g. 5,6-diamino-3,3-dimethylindolin-2-one and 0.18 g. pivalic acid are heated with 3 g. polyphosphoric acid in a pre-heated bath for 30 minutes at 200° C. A further 0.18 g. pivalic acid are then added thereto and further heated for 30 minutes at 200° C. This procedure is repeated three times so that, in all, 0.9 g. pivalic acid are used with a total reaction time of 2.5 hours. After cooling, the mixture is dissolved in about 9 ml. water and adjusted to about pH 7 ...